Task: describe an organic reaction: reactants, conditions, products, and yield. Dataset: the Open Reaction Database (ORD), a public repository of structured organic reaction records Reactants: CC(=O)N1CCC(NC(=O)N2CCC(N(C)C(=O)c3ccc(Cl)cc3)C(c3ccc(Cl)c(Cl)c3)C2)CC1, CC(C)(C)[O-], CI, [Na+], CN(C)C=O, O. The product is CC(=O)N1CCC(N(C)C(=O)N2CCC(N(C)C(=O)c3ccc(Cl)cc3)C(c3ccc(Cl)c(Cl)c3)C2)CC1. As a reaction SMILES: [C:1]([CH3:2])(=[O:3])[N:4]1[CH2:5][CH2:6][CH:7]([NH:10][C:11](=[O:12])[N:13]2[CH2:14][CH:15]([c:30]3[cH:31][c:32]([Cl:37])[c:33]([Cl:36])[cH:34][cH:35]3)[CH:16]([N:19]([CH3:20])[C:21](=[O:22])[c:23]3[cH:24][cH:25][c:26]([Cl:29])[cH:27][cH:28]3)[CH2:17][CH2:18]2)[CH2:8][CH2:9]1.[CH3:38][C:39]([CH3:40])([O-:41])[CH3:42].[CH3:44][I:45].[Na+:43].[O:47]=[CH:48][N:49]([CH3:50])[CH3:51].[OH2:46]>>[C:1]([CH3:2])(=[O:3])[N:4]1[CH2:5][CH2:6][CH:7]([N:10]([C:11](=[O:12])[N:13]2[CH2:14][CH:15]([c:30]3[cH:31][c:32]([Cl:37])[c:33]([Cl:36])[cH:34][cH:35]3)[CH:16]([N:19]([CH3:20])[C:21](=[O:22])[c:23]3[cH:24][cH:25][c:26]([Cl:29])[cH:27][cH:28]3)[CH2:17][CH2:18]2)[CH3:38])[CH2:8][CH2:9]1.